describe an organic reaction: reactants, conditions, products, and yield From a dataset of the Open Reaction Database (ORD), a public repository of structured organic reaction records. The reactants are ClC1=NC=CC(=C1)C1=CC(=NN1C1=CC(=CC=C1)C)C (2-chloro-4-[1-(3-methylphenyl)-3-methyl-1H-pyrazol-5-yl]pyridine), C(O)CN (ethanolamine), C(C)(=O)OCC (ethyl acetate). Solvent: O (water). Run at temperature 100 celsius. Product: OCCNC1=NC=CC(=C1)C1=CC(=NN1C1=CC(=CC=C1)C)C (2-(2-Hydroxyethylamino)-4-[1-(3-methylphenyl)-3-methyl-1H-pyrazol-5-yl]pyridine). Isolated yield 80.0%. Reaction SMILES: Cl[C:2]1[CH:7]=[C:6]([C:8]2[N:12]([C:13]3[CH:18]=[CH:17][CH:16]=[C:15]([CH3:19])[CH:14]=3)[N:11]=[C:10]([CH3:20])[CH:9]=2)[CH:5]=[CH:4][N:3]=1.[CH2:21]([CH2:23][NH2:24])[OH:22].C(OCC)(=O)C>O>[OH:22][CH2:21][CH2:23][NH:24][C:2]1[CH:7]=[C:6]([C:8]2[N:12]([C:13]3[CH:18]=[CH:17][CH:16]=[C:15]([CH3:19])[CH:14]=3)[N:11]=[C:10]([CH3:20])[CH:9]=2)[CH:5]=[CH:4][N:3]=1. Reported procedure: A mixture of 2-chloro-4-[1-(3-methylphenyl)-3-methyl-1H-pyrazol-5-yl]pyridine (Example 45; 0.5 g, 0.0018 mol) and ethanolamine (15 mL) was heated at 100° C. for 18 hours. The reaction mixture was cooled and treated with ethyl acetate and water. The organic layer was washed with brine, dried over magnesium sulfate and filtered. The filtrate was concentrated and the crude was purified by chromatography on silica gel (ethyl acetate) to give 0.44 g (80% yield) of product as a yellow oil: Anal. Calc'... Yields the product CC(NC1=NC(=O)C(C)(CCCN(C(=O)c2ccoc2)C2CC2)S1)c1ccccc1C(F)(F)F. Reaction SMILES: [B-:36]([F:37])([F:38])([F:39])[F:40].[CH:1]1([NH:4][CH2:5][CH2:6][CH2:7][C:8]2([CH3:27])[C:9](=[O:26])[N:10]=[C:11]([NH:13][CH:14]([CH3:15])[c:16]3[c:17]([C:22]([F:23])([F:24])[F:25])[cH:18][cH:19][cH:20][cH:21]3)[S:12]2)[CH2:2][CH2:3]1.[CH:58]([N:59]([CH2:60][CH3:61])[CH:62]([CH3:63])[CH3:64])([CH3:65])[CH3:66].[O:67]=[CH:68][N:69]([CH3:70])[CH3:71].[OH:28][C:29](=[O:30])[c:31]1[cH:32][cH:33][o:34][cH:35]1.[n:41]1([O:42][C:43]([N:44]([CH3:45])[CH3:46])=[N+:47]([CH3:48])[CH3:49])[c:50]2[cH:51][cH:52][cH:53][cH:54][c:55]2[n:56][n:57]1>>[CH:1]1([N:4]([CH2:5][CH2:6][CH2:7][C:8]2([CH3:27])[C:9](=[O:26])[N:10]=[C:11]([NH:13][CH:14]([CH3:15])[c:16]3[c:17]([C:22]([F:23])([F:24])[F:25])[cH:18][cH:19][cH:20][cH:21]3)[S:12]2)[C:29](=[O:28])[c:31]2[cH:32][cH:33][o:34][cH:35]2)[CH2:2][CH2:3]1. Starting materials: F[B-](F)(F)F, CC(NC1=NC(=O)C(C)(CCCNC2CC2)S1)c1ccccc1C(F)(F)F, CCN(C(C)C)C(C)C, CN(C)C=O, O=C(O)c1ccoc1, CN(C)C(On1nnc2ccccc21)=[N+](C)C. The reactants are SCCO (2-mercaptoethanol), CC1=CC(=O)OC(O1)(C)C (2,2,6-trimethyl-1,3-dioxen-4-one). Reaction conditions: temperature 130 celsius, time 0.5 hour. Yields the product SCCOC(CC(=O)C)=O (mercaptoethylacetoacetate). The yield is 90.0%. RXN SMILES: [SH:1][CH2:2][CH2:3][OH:4].[CH3:5][C:6]1[O:12]C(C)(C)O[C:8](=[O:9])[CH:7]=1>>[SH:1][CH2:2][CH2:3][O:4][C:8](=[O:9])[CH2:7][C:6]([CH3:5])=[O:12]. Reported procedure: In a 300 ml. round bottom flask fitted with a thermometer, mechanical stirrer, Dean Stark trap and reflux condenser was placed 25.0g.(0.32 mole) of 2-mercaptoethanol. This was stirred and heated to 130° C.; 45.4g. (0.32 mole) of 2,2,6-trimethyl-1,3-dioxen-4-one (TKD) was added dropwise at a uniform rate over the period of one hour. Heating was continued for 1/2 hour; acetone distillate was collected in the Dean Stark trap. After distillate collection was completed, the mixture was distilled unde... Starting materials: [H-].[Na+] (Sodium hydride), C(C1=CC=CC=C1)OC(=O)N1NC(CC1)=O (1-(benzyloxycarbonyl)pyrazolidin-3-one), BrCCC1=CC=CC=C1 ((2-bromoethyl)benzene). Run in CN(C)C=O (DMF). Conditions: time 30 minute. Product: C(C1=CC=CC=C1)OC(=O)N1N(C(CC1)=O)CCC1=CC=CC=C1 (1-(Benzyloxycarbonyl)-2-(2-phenylethyl)pyrazolidin-3-one). The yield is 38.0%. Reaction SMILES: [H-].[Na+].[CH2:3]([O:10][C:11]([N:13]1[CH2:17][CH2:16][C:15](=[O:18])[NH:14]1)=[O:12])[C:4]1[CH:9]=[CH:8][CH:7]=[CH:6][CH:5]=1.Br[CH2:20][CH2:21][C:22]1[CH:27]=[CH:26][CH:25]=[CH:24][CH:23]=1>CN(C=O)C>[CH2:3]([O:10][C:11]([N:13]1[CH2:17][CH2:16][C:15](=[O:18])[N:14]1[CH2:20][CH2:21][C:22]1[CH:27]=[CH:26][CH:25]=[CH:24][CH:23]=1)=[O:12])[C:4]1[CH:9]=[CH:8][CH:7]=[CH:6][CH:5]=1 |f:0.1|. Procedure: Sodium hydride (562 mg, 14.1 mmol, 60% mineral oil dispersion) is added to a solution of 1-(benzyloxycarbonyl)pyrazolidin-3-one (2.81 g, 12.8 mmol, prepared similarly to that described in J. Org. Chem. 1990, 55, 6037) and DMF (37 mL) at 0° C. The solution is stirred for 30 minutes and then (2-bromoethyl)benzene (1.90 mL, 13.9 mmol) is added. The solution is stirred at 0° C. for 1 hour and 16 hours at room temperature. Aqueous workup (EtOAc, brine, MgSO4) and purification by flash chromatography ... Reactants: [C+4], CC(C)(C)OC(=O)N1CCCC(CNC(=O)C2CCCN2C(=O)OCc2ccccc2)C1, CO, [H][H], [OH-], [OH-], [OH-], [OH-], [OH-], [OH-], [Pd+2]. Product: CC(C)(C)OC(=O)N1CCCC(CNC(=O)C2CCCN2)C1. Reaction SMILES: [C+4:35].[CH2:1]([O:2][C:3](=[O:4])[N:11]1[CH:12]([C:16](=[O:17])[NH:18][CH2:19][CH:20]2[CH2:21][N:22]([C:26](=[O:27])[O:28][C:29]([CH3:30])([CH3:31])[CH3:32])[CH2:23][CH2:24][CH2:25]2)[CH2:13][CH2:14][CH2:15]1)[c:5]1[cH:6][cH:7][cH:8][cH:9][cH:10]1.[CH3:33][OH:34].[H:43][H:44].[OH-:36].[OH-:38].[OH-:39].[OH-:40].[OH-:41].[OH-:42].[Pd+2:37]>>[NH:11]1[CH:12]([C:16](=[O:17])[NH:18][CH2:19][CH:20]2[CH2:21][N:22]([C:26](=[O:27])[O:28][C:29]([CH3:30])([CH3:31])[CH3:32])[CH2:23][CH2:24][CH2:25]2)[CH2:13][CH2:14][CH2:15]1. Reactants: IC1=CC=C(C=C1)OC (4-iodoanisole), C(=O)([O-])[O-].[Cs+].[Cs+] (Cs2CO3), N1=CC=CC2=CC=C3C=CC=NC3=C12 (1,10-phenanthroline), OC1CN(C1)C=O ((3-hydroxy-azetidin-1-yl)-methanone). Reagents/catalysts: [Cu]I (CuI). The solvent is C1(=CC=CC=C1)C (toluene). Reaction conditions: temperature 100 celsius. Product: C1(CCC1)N1CCN(CCC1)C(=O)N1CC(C1)OC1=CC=C(C=C1)OC (1-cyclobutyl-4-{[3-(4-methoxyphenoxy)azetidin-1-yl]carbonyl}-1,4-diazepane). Isolated yield 187.8%. As a reaction SMILES: [OH:1][CH:2]1[CH2:5][N:4]([CH:6]=[O:7])[CH2:3]1.I[C:9]1[CH:14]=[CH:13][C:12]([O:15][CH3:16])=[CH:11][CH:10]=1.C([O-])([O-])=O.[Cs+].[Cs+].[N:23]1[C:36]2C(=CC=[C:30]3[C:35]=2[N:34]=[CH:33][CH:32]=[CH:31]3)[CH:26]=[CH:25][CH:24]=1>C1(C)C=CC=CC=1.[Cu]I>[CH:33]1([N:34]2[CH2:26][CH2:25][CH2:24][N:23]([C:6]([N:4]3[CH2:5][CH:2]([O:1][C:9]4[CH:14]=[CH:13][C:12]([O:15][CH3:16])=[CH:11][CH:10]=4)[CH2:3]3)=[O:7])[CH2:36][CH2:35]2)[CH2:32][CH2:31][CH2:30]1 |f:2.3.4|. Procedure: To a stirred suspension of 4-cyclobutyl-[1,4]diazepan-1-yl)-(3-hydroxy-azetidin-1-yl)-methanone (50 mg, 0.197 mmol) in toluene (2 ml) was added 4-iodoanisole (69 mg, 0.296 mmol), Cs2CO3 (128 mg, 0.394 mmol), CuI (3.7 mg, 0.0197 mmol) and 1,10-phenanthroline (7.1 mg, 0.04 mmol). The resulting mixture was heated at 100° C. overnight, then cooled to RT and filtered through a plug of silica gel, eluting with EtOAc. The filtrate was concentrated in vacuo and the residue purified by FCC [silica, eluti... Reactants: C1(CC=CC1)C(=O)N1CCNCC1 (N-(3-cyclopentenylcarbonyl)piperazine), ClC1=NC2=CC(=C(C=C2C(=N1)N)OC)OC (2-chloro-4-amino-6,7-dimethoxyquinazoline). Yields the product NC1=NC(=NC2=CC(=C(C=C12)OC)OC)N1CCN(CC1)C(=O)C1CC=CC1 (4-amino-2-[4-(3-cyclopentenylcarbonyl)-1-piperazinyl]-6,7-dimethoxyquinazoline). As a reaction SMILES: [CH:1]1([C:6]([N:8]2[CH2:13][CH2:12][NH:11][CH2:10][CH2:9]2)=[O:7])[CH2:5][CH:4]=[CH:3][CH2:2]1.Cl[C:15]1[N:24]=[C:23]([NH2:25])[C:22]2[C:17](=[CH:18][C:19]([O:28][CH3:29])=[C:20]([O:26][CH3:27])[CH:21]=2)[N:16]=1>>[NH2:25][C:23]1[C:22]2[C:17](=[CH:18][C:19]([O:28][CH3:29])=[C:20]([O:26][CH3:27])[CH:21]=2)[N:16]=[C:15]([N:11]2[CH2:10][CH2:9][N:8]([C:6]([CH:1]3[CH2:2][CH:3]=[CH:4][CH2:5]3)=[O:7])[CH2:13][CH2:12]2)[N:24]=1. Procedure: N-(3-cyclopentenylcarbonyl)piperazine (2.7 g., 0.015 mole) and 2-chloro-4-amino-6,7-dimethoxyquinazoline (3.6 g., 0.015 mole) are reacted according to the procedure of Example 1(a). The crude product crystallized from methanol affords analytically pure 4-amino-2-[4-(3-cyclopentenylcarbonyl)-1-piperazinyl]-6,7-dimethoxyquinazoline, m.p. 215.5°-217.5° C. (corr.).